Dataset: the Open Reaction Database (ORD), a public repository of structured organic reaction records. Task: describe an organic reaction: reactants, conditions, products, and yield The reactants are CCCCNc1nc(C)cc(=O)[nH]1, [Na+], [OH-], O, O=P(Cl)(Cl)Cl. The product is CCCCNc1nc(C)cc(Cl)n1. As a reaction SMILES: [CH2:1]([CH2:2][CH2:3][CH3:4])[NH:5][c:6]1[n:7][c:8]([CH3:13])[cH:9][c:10](=[O:12])[nH:11]1.[Na+:20].[OH-:19].[OH2:21].[P:14]([Cl:15])([Cl:16])([Cl:17])=[O:18]>>[CH2:1]([CH2:2][CH2:3][CH3:4])[NH:5][c:6]1[n:7][c:8]([CH3:13])[cH:9][c:10]([Cl:16])[n:11]1. Starting materials: CN (methylamine), C1CCOC1 (THF), BrC1=CC=C(C=C1)CCC(=O)NCC(CC(CC)(C)C)=O (3-(4-bromophenyl)-N-(4,4-dimethyl-2-oxohexyl)propanamide), CN (methylamine). Run in xylenes, C(C)(=O)O (Acetic acid), C(C)(=O)O (acetic acid), O (water). Yields the product BrC1=CC=C(C=C1)CCC=1N(C(=CN1)CC(CC)(C)C)C (2-[2-(4-bromophenyl)ethyl]-5-(2,2-dimethylbutyl)-1-methyl-1H-imidazole). As a reaction SMILES: [CH3:1][NH2:2].C1COCC1.[Br:8][C:9]1[CH:14]=[CH:13][C:12]([CH2:15][CH2:16][C:17]([NH:19][CH2:20][C:21](=O)[CH2:22][C:23]([CH3:27])([CH3:26])[CH2:24][CH3:25])=O)=[CH:11][CH:10]=1>C(O)(=O)C.O>[Br:8][C:9]1[CH:14]=[CH:13][C:12]([CH2:15][CH2:16][C:17]2[N:2]([CH3:1])[C:21]([CH2:22][C:23]([CH3:27])([CH3:26])[CH2:24][CH3:25])=[CH:20][N:19]=2)=[CH:11][CH:10]=1. Reported procedure: Acetic acid (1.08 mL, 18.9 mmol) and 2M methylamine in THF (1.09 mL, 2.2 mmol) were added to a solution of 3-(4-bromophenyl)-N-(4,4-dimethyl-2-oxohexyl)propanamide in xylenes (20 mL). The solution was stirred at reflux with azeotropic removal of water for 1 h. Another batch of acetic acid and methylamine were added and stirring was continued at reflux for another 4 h. After cooling to rt, the solution was washed with brine, dried (MgSO4), filtered, and concentrated in vacuo to give 2-[2-(4-bromo... The reactants are Cl, [H-], [Na+], C1CCOC1, O=S(=O)(Cl)c1ccccc1, O=Cc1ccc2[nH]ccc2c1. The product is O=Cc1ccc2c(ccn2S(=O)(=O)c2ccccc2)c1. Reaction SMILES: [ClH:24].[H-:12].[Na+:13].[O:25]1[CH2:26][CH2:27][CH2:28][CH2:29]1.[c:14]1([S:20](=[O:21])(=[O:22])[Cl:23])[cH:15][cH:16][cH:17][cH:18][cH:19]1.[nH:1]1[cH:2][cH:3][c:4]2[cH:5][c:6]([CH:10]=[O:11])[cH:7][cH:8][c:9]12>>[n:1]1([S:20]([c:14]2[cH:15][cH:16][cH:17][cH:18][cH:19]2)(=[O:21])=[O:22])[cH:2][cH:3][c:4]2[cH:5][c:6]([CH:10]=[O:11])[cH:7][cH:8][c:9]12. The reactants are CCOCC, CO, O=C[O-], O=C(Cc1nc(-c2ccc(OCCNCC(O)c3ccc(Cl)nc3)cc2)co1)N1CCCC1, [NH4+]. The product is O=C(Cc1nc(-c2ccc(OCCNCC(O)c3cccnc3)cc2)co1)N1CCCC1. As a reaction SMILES: [CH2:40]([O:41][CH2:42][CH3:43])[CH3:44].[CH3:38][OH:39].[CH:34]([O-:35])=[O:36].[Cl:1][c:2]1[cH:3][cH:4][c:5]([CH:8]([CH2:9][NH:10][CH2:11][CH2:12][O:13][c:14]2[cH:15][cH:16][c:17](-[c:20]3[n:21][c:22]([CH2:25][C:26](=[O:27])[N:28]4[CH2:29][CH2:30][CH2:31][CH2:32]4)[o:23][cH:24]3)[cH:18][cH:19]2)[OH:33])[cH:6][n:7]1.[NH4+:37]>>[cH:2]1[cH:3][cH:4][c:5]([CH:8]([CH2:9][NH:10][CH2:11][CH2:12][O:13][c:14]2[cH:15][cH:16][c:17](-[c:20]3[n:21][c:22]([CH2:25][C:26](=[O:27])[N:28]4[CH2:29][CH2:30][CH2:31][CH2:32]4)[o:23][cH:24]3)[cH:18][cH:19]2)[OH:33])[cH:6][n:7]1. Starting materials: ClC(Cl)Cl, O=S(=O)(O)Cl, CC(C)Cc1csc2ccc(F)cc12. Yields the product CC(C)Cc1c(S(=O)(=O)Cl)sc2ccc(F)cc12. RXN SMILES: [CH:20]([Cl:21])([Cl:22])[Cl:23].[Cl:15][S:16](=[O:17])(=[O:18])[OH:19].[F:1][c:2]1[cH:3][c:4]2[c:5]([s:6][cH:7][c:8]2[CH2:9][CH:10]([CH3:11])[CH3:12])[cH:13][cH:14]1>>[F:1][c:2]1[cH:3][c:4]2[c:5]([s:6][c:7]([S:16]([Cl:15])(=[O:17])=[O:18])[c:8]2[CH2:9][CH:10]([CH3:11])[CH3:12])[cH:13][cH:14]1. The reactants are Cl.O=C1C2(C=3C(=NC=CC3)N1)CC1=CC=C(C=C1C2)NC2=CC(=NC=N2)C(=O)O (6-(2′-oxo-1,1′,2′,3-tetrahydrospiro[indene-2,3′-pyrrolo[2,3-b]pyridin]-5-ylamino)pyrimidine-4-carboxylic acid-hydrochloride), [N+](=O)([O-])C1=C2C=CNC2=CC=C1 (4-nitroindole), CCN(C(C)C)C(C)C (DIPEA), CN(C)C(=[N+](C)C)ON1C2=C(C=CC=C2)N=N1.[B-](F)(F)(F)F (TBTU). Solvent: CN(C)C=O (DMF), O.CO (water MeOH). Yields the product [N+](=O)([O-])C1=CC=C2CCN(C2=C1)C(=O)C1=CC(=NC=N1)NC=1C=C2CC3(C(NC4=NC=CC=C43)=O)CC2=CC1 (5-(6-(6-nitroindoline-1-carbonyl)pyrimidin-4-ylamino)-1,3-dihydrospiro[indene-2,3′-pyrrolo-[2,3-b]pyridin]-2′(1′H)-one). Reaction SMILES: Cl.[O:2]=[C:3]1[NH:11][C:6]2=[N:7][CH:8]=[CH:9][CH:10]=[C:5]2[C:4]21[CH2:19][C:18]1[C:13](=[CH:14][CH:15]=[C:16]([NH:20][C:21]3[N:26]=[CH:25][N:24]=[C:23]([C:27]([OH:29])=O)[CH:22]=3)[CH:17]=1)[CH2:12]2.[N+:30]([C:33]1C=CC=C2[C:34]=1[CH:35]=CN2)([O-:32])=[O:31].CC[N:44]([CH:48]([CH3:50])C)[CH:45]([CH3:47])[CH3:46].CN(C(ON1N=NC2C=CC=CC1=2)=[N+](C)C)C.[B-](F)(F)(F)F>CN(C=O)C.O.CO>[N+:30]([C:33]1[CH:46]=[C:45]2[C:47]([CH2:50][CH2:48][N:44]2[C:27]([C:23]2[N:24]=[CH:25][N:26]=[C:21]([NH:20][C:16]3[CH:17]=[C:18]4[C:13](=[CH:14][CH:15]=3)[CH2:12][C:4]3([C:5]5[C:6](=[N:7][CH:8]=[CH:9][CH:10]=5)[NH:11][C:3]3=[O:2])[CH2:19]4)[CH:22]=2)=[O:29])=[CH:35][CH:34]=1)([O-:32])=[O:31] |f:0.1,4.5,7.8|. Procedure: 150 mg (0.37 mmol) 6-(2′-oxo-1,1′,2′,3-tetrahydrospiro[indene-2,3′-pyrrolo[2,3-b]pyridin]-5-ylamino)pyrimidine-4-carboxylic acid-hydrochloride, 60 mg (0.37 mmol) 4-nitroindole, 0.15 mL (0.87 mmol) DIPEA and 130 mg (0.41 mmol) TBTU in 1.8 mL DMF were stirred overnight at RT. Then the reaction mixture was diluted with water/MeOH, the precipitate formed was suction filtered and washed with plenty of water. The precipitate was dried. Reactants: Cl (HCl), CN(C)C=O (DMF), C(C#CC)OC1=CC=C(C=C1)S(=O)(=O)Cl (4-but-2-ynyloxy-benzenesulfonyl chlorid), C1(=CC=CC=C1)P(C1=CC=CC=C1)C1=CC=CC=C1 (triphenylphosphine). Solvent: ClCCl (dichloromethane), [Cl-].[Na+].O (brine), ClCCl (dichloromethane). Conditions: time 2 hour. Product: C(C#CC)OC1=CC=C(C=C1)S (4-But-2-ynyloxy-benzenethiol). Isolated yield 42.3%. As a reaction SMILES: C1(P(C2C=CC=CC=2)C2C=CC=CC=2)C=CC=CC=1.CN(C=O)C.[CH2:25]([O:29][C:30]1[CH:35]=[CH:34][C:33]([S:36](Cl)(=O)=O)=[CH:32][CH:31]=1)[C:26]#[C:27][CH3:28].Cl>ClCCl.[Cl-].[Na+].O>[CH2:25]([O:29][C:30]1[CH:31]=[CH:32][C:33]([SH:36])=[CH:34][CH:35]=1)[C:26]#[C:27][CH3:28] |f:5.6.7|. Procedure: To a solution of 11.8 g (0.045 mol) of triphenylphosphine dissolved in 10 mL of dichloromethane and 0.3 mL of DMF was added 3.67 g (0.015 mol) of the 4-but-2-ynyloxy-benzenesulfonyl chlorid, dissolved in 15 mL of dichloromethane and the resulting mixture was stirred for 2 h at room temperature. After the addition of 5 mL of 1N HCl solution the reaction was stirred for 0.5 h followed by the addition of 15 mL of brine. The organics were separated and concentrated in vacuo and the residue was dilut... The reactants are Cn1c(=O)[nH]c(=O)c2[nH]c(Br)nc21, O=C([O-])[O-], CCOCCl, [K+], [K+], CN(C)C=O, O. Yields the product CCOCn1c(Br)nc2c1c(=O)[nH]c(=O)n2C. RXN SMILES: [Br:1][c:2]1[n:3][c:4]2[n:5]([CH3:13])[c:6](=[O:12])[nH:7][c:8](=[O:11])[c:9]2[nH:10]1.[C:14](=[O:15])([O-:16])[O-:17].[CH2:20]([CH3:21])[O:22][CH2:23][Cl:24].[K+:18].[K+:19].[O:26]=[CH:27][N:28]([CH3:29])[CH3:30].[OH2:25]>>[Br:1][c:2]1[n:3][c:4]2[n:5]([CH3:13])[c:6](=[O:12])[nH:7][c:8](=[O:11])[c:9]2[n:10]1[CH2:23][O:22][CH2:20][CH3:21].